From a dataset of the Open Reaction Database (ORD), a public repository of structured organic reaction records. describe an organic reaction: reactants, conditions, products, and yield Starting materials: NC1=NC(=C(C(=N1)S(=O)C)C#N)N1N=CC=C1 (2-amino-4-methanesulfinyl-6-pyrazol-1-yl-pyrimidine-5-carbonitrile), CC=1C(=NC=C(C1)C)CO (3,5-dimethyl-2-pyridinemethanol), C1CCC2=NCCCN2CC1 (DBU). The solvent is COCCOC (DME). Yields the product NC1=NC(=C(C(=N1)OCC1=NC=C(C=C1C)C)C#N)N1N=CC=C1 (2-Amino-4-(3,5-dimethyl-pyridin-2-yl-methoxy)-6-pyrazol-1-yl-pyrimidine-5-carbonitrile). RXN SMILES: [NH2:1][C:2]1[N:7]=[C:6](S(C)=O)[C:5]([C:11]#[N:12])=[C:4]([N:13]2[CH:17]=[CH:16][CH:15]=[N:14]2)[N:3]=1.[CH3:18][C:19]1[C:20]([CH2:26][OH:27])=[N:21][CH:22]=[C:23]([CH3:25])[CH:24]=1.C1CCN2C(=NCCC2)CC1>COCCOC>[NH2:1][C:2]1[N:7]=[C:6]([O:27][CH2:26][C:20]2[C:19]([CH3:18])=[CH:24][C:23]([CH3:25])=[CH:22][N:21]=2)[C:5]([C:11]#[N:12])=[C:4]([N:13]2[CH:17]=[CH:16][CH:15]=[N:14]2)[N:3]=1. Procedure: From 2-amino-4-methanesulfinyl-6-pyrazol-1-yl-pyrimidine-5-carbonitrile, 3,5-dimethyl-2-pyridinemethanol and DBU in DME. ES-MS m/e (%): 322 (M+H+, 100). The reactants are [F-].[Cs+] (caesium fluoride), C(CCC)[Sn](C#CC)(CCCC)CCCC (tributyl(prop-1-ynyl)stannane), BrC1=CC(=C(C(=C1)Cl)C=1C(C(CC1OC)CC1=NC=CC=C1)=O)Cl (2-(4-bromo-2,6-dichloro-phenyl)-3-methoxy-5-(2-pyridylmethyl)cyclopent-2-en-1-one), [F-].[Cs+] (caesium fluoride), C(CCC)[Sn](C#CC)(CCCC)CCCC (tributyl(prop-1-ynyl)stannane), CN(C=O)C (N,N-dimethylformamide). The reagents and catalysts are [Cu]I (copper(I) iodide), C1=CC=C(C=C1)[PH+](C2=CC=CC=C2)[C]3[CH][CH][CH][CH]3.C1=CC=C(C=C1)[PH+](C2=CC=CC=C2)[C]3[CH][CH][CH][CH]3.C(Cl)Cl.Cl[Pd]Cl.[Fe] (dichloro[1,1′-bis(diphenylphosphino)ferrocene]palladium(II) dichloromethane adduct), [Cu]I (copper(I) iodide), C1=CC=C(C=C1)[PH+](C2=CC=CC=C2)[C]3[CH][CH][CH][CH]3.C1=CC=C(C=C1)[PH+](C2=CC=CC=C2)[C]3[CH][CH][CH][CH]3.C(Cl)Cl.Cl[Pd]Cl.[Fe] (dichloro[1,1′-bis(diphenylphosphino)ferrocene]palladium(II) dichloromethane adduct). Solvent: O (water), CCOCC (Et2O). Run at temperature 120 celsius. The product is ClC1=C(C(=CC(=C1)C#CC)Cl)C=1C(C(CC1OC)CC1=NC=CC=C1)=O (2-(2,6-dichloro-4-prop-1-ynyl-phenyl)-3-methoxy-5-(2-pyridylmethyl)cyclopent-2-en-1-one). Yield: 32.1%. As a reaction SMILES: Br[C:2]1[CH:7]=[C:6]([Cl:8])[C:5]([C:9]2[C:10](=[O:23])[CH:11]([CH2:16][C:17]3[CH:22]=[CH:21][CH:20]=[CH:19][N:18]=3)[CH2:12][C:13]=2[O:14][CH3:15])=[C:4]([Cl:24])[CH:3]=1.[F-].[Cs+].[CH2:27]([Sn](CCCC)(CCCC)C#CC)[CH2:28][CH2:29]C.CN(C)C=O>O.CCOCC.[Cu]I.C1C=CC([PH+]([C]2[CH][CH][CH][CH]2)C2C=CC=CC=2)=CC=1.C1C=CC([PH+]([C]2[CH][CH][CH][CH]2)C2C=CC=CC=2)=CC=1.C(Cl)Cl.Cl[Pd]Cl.[Fe]>[Cl:8][C:6]1[CH:7]=[C:2]([C:27]#[C:28][CH3:29])[CH:3]=[C:4]([Cl:24])[C:5]=1[C:9]1[C:10](=[O:23])[CH:11]([CH2:16][C:17]2[CH:22]=[CH:21][CH:20]=[CH:19][N:18]=2)[CH2:12][C:13]=1[O:14][CH3:15] |f:1.2,8.9.10.11.12,^1:60,61,62,63,64,78,79,80,81,82|. Procedure: A microwave vial was charged with 2-(4-bromo-2,6-dichloro-phenyl)-3-methoxy-5-(2-pyridylmethyl)cyclopent-2-en-1-one (90 mg, 0.21 mmol), caesium fluoride (CsF, 64 mg, 0.42 mmol), copper(I) iodide (CuI, 8 mg, 0.042 mmol), dichloro[1,1′-bis(diphenylphosphino)ferrocene]palladium(II) dichloromethane adduct (23 mg, 0.032 mmol), tributyl(prop-1-ynyl)stannane (83 mg, 0.25 mmol) and N,N-dimethylformamide (0.9 ml), sealed and heated at 120°C. under microwave irradiation for 30 minutes. Further caesium flu... Reactants: NC1CCN(CC1)CC1CN2C(C=CC=3C=CC(N1C23)=O)=O (1-[(4-amino-1-piperidinyl)methyl]-1,2-dihydro-4H,9H-imidazo[1,2,3-ij]-1,8-naphthyridine-4,9-dione), COC1=CC=C2CCC(N(C2=N1)C[C@H]1OC1)=O (7-(methyloxy)-1-[(2R)-2-oxiranylmethyl]-3,4-dihydro-1,8-naphthyridin-2(1H)-one), S1CCOC=2C=NC(=CC21)C=O (2,3-dihydro[1,4]oxathiino[2,3-c]pyridine-7-carbaldehyde). Yields the product S1COC=2C=NC(=CC21)CNC2CCN(CC2)CC2CN1C(C=CC=3C=CC(N2C13)=O)=O (1-({4-[([1,3]oxathiolo[5,4-c]pyridin-6-ylmethyl)amino]-1-piperidinyl}methyl)-1,2-dihydro-4H,9H-imidazo[1,2,3-ij]-1,8-naphthyridine-4,9-dione). As a reaction SMILES: [NH2:1][CH:2]1[CH2:7][CH2:6][N:5]([CH2:8][CH:9]2[N:19]3[C:20]4[N:11]([C:12](=[O:22])[CH:13]=[CH:14][C:15]=4[CH:16]=[CH:17][C:18]3=[O:21])[CH2:10]2)[CH2:4][CH2:3]1.COC1N=C2C(CCC(=O)N2C[C@@H]2CO2)=CC=1.[S:40]1[C:49]2[CH:48]=[C:47]([CH:50]=O)[N:46]=[CH:45][C:44]=2[O:43][CH2:42]C1>>[S:40]1[C:49]2[CH:48]=[C:47]([CH2:50][NH:1][CH:2]3[CH2:3][CH2:4][N:5]([CH2:8][CH:9]4[N:19]5[C:20]6[N:11]([C:12](=[O:22])[CH:13]=[CH:14][C:15]=6[CH:16]=[CH:17][C:18]5=[O:21])[CH2:10]4)[CH2:6][CH2:7]3)[N:46]=[CH:45][C:44]=2[O:43][CH2:42]1. Reported procedure: The title compound was prepared from 1-[(4-amino-1-piperidinyl)methyl]-1,2-dihydro-4H,9H-imidazo[1,2,3-ij]-1,8-naphthyridine-4,9-dione (2:1 mixture of S:R prepared analogously to Example 11(a-d)) but using 7-(methyloxy)-1-[(2R)-2-oxiranylmethyl]-3,4-dihydro-1,8-naphthyridin-2(1H)-one (for a synthesis see example 5(f)) and 2,3-dihydro[1,4]oxathiino[2,3-c]pyridine-7-carbaldehyde (for a synthesis see WO2004058144, Example 60) according to the general method of Example 12.